Dataset: the Open Reaction Database (ORD), a public repository of structured organic reaction records. Task: describe an organic reaction: reactants, conditions, products, and yield The reactants are COC(C1=CN=C(C=C1)OCC=1C(=NOC1C)C1=CC(=C(C=C1)F)F)=O (6-[3-(3,4-difluoro-phenyl)-5-methyl-isoxazol-4-ylmethoxy]-nicotinic acid methyl ester), NC1CCOCC1 (4-aminotetrahydropyran). Yields the product FC=1C=C(C=CC1F)C1=NOC(=C1COC1=NC=C(C(=O)NC2CCOCC2)C=C1)C (6-[3-(3,4-Difluoro-phenyl)-5-methyl-isoxazol-4-ylmethoxy]-N-(tetrahydro-pyran-4-yl)-nicotinamide). The yield is 50.0%. Reaction SMILES: CO[C:3](=[O:26])[C:4]1[CH:9]=[CH:8][C:7]([O:10][CH2:11][C:12]2[C:13]([C:18]3[CH:23]=[CH:22][C:21]([F:24])=[C:20]([F:25])[CH:19]=3)=[N:14][O:15][C:16]=2[CH3:17])=[N:6][CH:5]=1.[NH2:27][CH:28]1[CH2:33][CH2:32][O:31][CH2:30][CH2:29]1>>[F:25][C:20]1[CH:19]=[C:18]([C:13]2[C:12]([CH2:11][O:10][C:7]3[CH:8]=[CH:9][C:4]([C:3]([NH:27][CH:28]4[CH2:33][CH2:32][O:31][CH2:30][CH2:29]4)=[O:26])=[CH:5][N:6]=3)=[C:16]([CH3:17])[O:15][N:14]=2)[CH:23]=[CH:22][C:21]=1[F:24]. Procedure: As described for example 125, 6-[3-(3,4-difluoro-phenyl)-5-methyl-isoxazol-4-ylmethoxy]-nicotinic acid methyl ester (200 mg, 0.56 mmol) was converted, using 4-aminotetrahydropyran instead of 2,2,2-trifluoroethylamine, to the title compound (120 mg, 50%) which was obtained as a white solid. MS: m/e=430.3 [M+H]+. The reactants are [BH4-], C1CCOC1, CO, COC(=O)c1cc(Cl)c(N2CCN(C(=O)c3c(-c4ccccc4OC)noc3C)CC2)cc1NC(=O)c1ccc(N(C)C)cc1, [Na+]. Yields the product COc1ccccc1-c1noc(C)c1C(=O)N1CCN(c2cc(NC(=O)c3ccc(N(C)C)cc3)c(CO)cc2Cl)CC1. As a reaction SMILES: [BH4-:46].[CH2:50]1[O:51][CH2:52][CH2:53][CH2:54]1.[CH3:48][OH:49].[Cl:1][c:2]1[c:3]([N:24]2[CH2:25][CH2:26][N:27]([C:30](=[O:31])[c:32]3[c:33](-[c:38]4[c:39]([O:44][CH3:45])[cH:40][cH:41][cH:42][cH:43]4)[n:34][o:35][c:36]3[CH3:37])[CH2:28][CH2:29]2)[cH:4][c:5]([NH:12][C:13]([c:14]2[cH:15][cH:16][c:17]([N:20]([CH3:21])[CH3:22])[cH:18][cH:19]2)=[O:23])[c:6]([C:7](=[O:8])[O:9][CH3:10])[cH:11]1.[Na+:47]>>[Cl:1][c:2]1[c:3]([N:24]2[CH2:25][CH2:26][N:27]([C:30](=[O:31])[c:32]3[c:33](-[c:38]4[c:39]([O:44][CH3:45])[cH:40][cH:41][cH:42][cH:43]4)[n:34][o:35][c:36]3[CH3:37])[CH2:28][CH2:29]2)[cH:4][c:5]([NH:12][C:13]([c:14]2[cH:15][cH:16][c:17]([N:20]([CH3:21])[CH3:22])[cH:18][cH:19]2)=[O:23])[c:6]([CH2:7][OH:8])[cH:11]1.